The task is: describe an organic reaction: reactants, conditions, products, and yield. This data is from the Open Reaction Database (ORD), a public repository of structured organic reaction records. The reactants are BrC1=CC=C(C=C1)N1[C@@H]2[C@H](CC1)CN(C2)C ((3aR,6aR)-1-(4-Bromo-phenyl)-5-methyl-octahydro-pyrrolo[3,4-b]pyrrole), N1=CN=CC(=C1)B(O)O (pyrimidine-5-boronic acid), C(#N)C1=CC=C(C=C1)B(O)O (4-cyanophenylboronic acid). The product is CN1C[C@@H]2N(CC[C@@H]2C1)C1=CC=C(C=C1)C1=CC=C(C=C1)C=1C=NC=NC1 ((3aR,6aR)-5-methyl-1-(4′-pyrimidin-5-yl-1,1′-biphenyl-4-yl)octahydropyrrolo[3,4-b]pyrrole). RXN SMILES: Br[C:2]1[CH:7]=[CH:6][C:5]([N:8]2[CH2:12][CH2:11][C@@H:10]3[CH2:13][N:14]([CH3:16])[CH2:15][C@H:9]23)=[CH:4][CH:3]=1.[N:17]1[CH:22]=[C:21](B(O)O)[CH:20]=[N:19][CH:18]=1.C([C:28]1[CH:33]=[CH:32][C:31](B(O)O)=[CH:30][CH:29]=1)#N>>[CH3:16][N:14]1[CH2:13][C@@H:10]2[C@@H:9]([N:8]([C:5]3[CH:6]=[CH:7][C:2]([C:28]4[CH:33]=[CH:32][C:31]([C:21]5[CH:22]=[N:17][CH:18]=[N:19][CH:20]=5)=[CH:30][CH:29]=4)=[CH:3][CH:4]=3)[CH2:12][CH2:11]2)[CH2:15]1. Reported procedure: The title compound was prepared according to the procedure described in Example 7D, substituting the product of Example 41A for the product of Example 7C and substituting pyrimidine-5-boronic acid for 4-cyanophenylboronic acid. 1H NMR (300 MHz, CDCl3) δ ppm 9.19 (s, 1H) 8.99 (s, 2H) 7.62-7.74 (m, 4H) 7.52-7.58 (m, 2H) 6.63-6.70 (m, 2H) 4.20-4.31 (m, 1H) 3.55-3.67 (m, 1H) 3.30-3.42 (m, 1H) 2.99-3.14 (m, 1H) 2.60-2.84 (m, 4H) 2.42 (s, 3H) 2.16-2.26 (m, 1H) 1.95-2.05 (m, 1H); MS (M+H)+=357. Starting materials: CC1(OB(OC1(C)C)C=1C=C2C(=NC1)NC=C2)C (5-(4,4,5,5-Tetramethyl-[1,3,2]dioxaborolan-2-yl)-1H-pyrrolo[2,3-b]pyridine), C([O-])([O-])=O.[Cs+].[Cs+] (cesium carbonate), COC=1C=C(C(=O)Cl)C=CC1OC (3,4-dimethoxybenzoyl chloride). Reagents/catalysts: C=1C=CC(=CC1)[P](C=2C=CC=CC2)(C=3C=CC=CC3)[Pd]([P](C=4C=CC=CC4)(C=5C=CC=CC5)C=6C=CC=CC6)([P](C=7C=CC=CC7)(C=8C=CC=CC8)C=9C=CC=CC9)[P](C=1C=CC=CC1)(C=1C=CC=CC1)C=1C=CC=CC1 (tetrakis(triphenylphosphine)palladium(0)), C=1C=CC(=CC1)[P](C=2C=CC=CC2)(C=3C=CC=CC3)[Pd]([P](C=4C=CC=CC4)(C=5C=CC=CC5)C=6C=CC=CC6)([P](C=7C=CC=CC7)(C=8C=CC=CC8)C=9C=CC=CC9)[P](C=1C=CC=CC1)(C=1C=CC=CC1)C=1C=CC=CC1 (tetrakis(triphenylphosphine)palladium(0)). Run in C1(=CC=CC=C1)C (toluene), CCOC(=O)C (EtOAc), O (water). Run at temperature 100 celsius, time 22 hour. Yields the product COC=1C=C(C=CC1OC)C(=O)C=1C=C2C(=NC1)NC=C2 ((3,4-Dimethoxy-phenyl)-(1H-pyrrolo[2,3-b]pyridin-5-yl)-methanone). Yield: 3.5%. As a reaction SMILES: CC1(C)C(C)(C)OB([C:9]2[CH:10]=[C:11]3[CH:17]=[CH:16][NH:15][C:12]3=[N:13][CH:14]=2)O1.C(=O)([O-])[O-].[Cs+].[Cs+].[CH3:25][O:26][C:27]1[CH:28]=[C:29]([CH:33]=[CH:34][C:35]=1[O:36][CH3:37])[C:30](Cl)=[O:31]>C1(C)C=CC=CC=1.CCOC(C)=O.O.C1C=CC([P]([Pd]([P](C2C=CC=CC=2)(C2C=CC=CC=2)C2C=CC=CC=2)([P](C2C=CC=CC=2)(C2C=CC=CC=2)C2C=CC=CC=2)[P](C2C=CC=CC=2)(C2C=CC=CC=2)C2C=CC=CC=2)(C2C=CC=CC=2)C2C=CC=CC=2)=CC=1>[CH3:25][O:26][C:27]1[CH:28]=[C:29]([C:30]([C:9]2[CH:10]=[C:11]3[CH:17]=[CH:16][NH:15][C:12]3=[N:13][CH:14]=2)=[O:31])[CH:33]=[CH:34][C:35]=1[O:36][CH3:37] |f:1.2.3,^1:55,57,76,95|. Procedure: To the crude pinacol ester 44 (310 mg, 1.27 mmol) in dry toluene (25 mL) was sequentially added cesium carbonate (2.07 g, 6.35 mmol), tetrakis(triphenylphosphine)palladium(0) (73 mg, 0.06 mmol) and 3,4-dimethoxybenzoyl chloride (510 mg, 2.54 mmol). The mixture was heated at 100° C. in the dark. After 28 h a further portion of tetrakis(triphenylphosphine)palladium(0) (90 mg, 0.08 mmol) was added. Following another 22 h the mixture was allowed to cool to ambient temperature and diluted with EtOAc ... Product: C(C1=CC=CC=C1)OC1=C(C(=C(C=C1)Br)OCC1=CC=CC=C1)C(F)(F)F (1,3-bis-benzyloxy-4-bromo-2-trifluoromethyl-benzene). The reactants are BrN1C(CCC1=O)=O (N-bromosuccinimide), C(C1=CC=CC=C1)OC1=C(C(=CC=C1)OCC1=CC=CC=C1)C(F)(F)F (1,3-bis-benzyloxy-2-trifluoromethyl-benzene), O (water). Reaction SMILES: [Br:1]N1C(=O)CCC1=O.[CH2:9]([O:16][C:17]1[CH:22]=[CH:21][CH:20]=[C:19]([O:23][CH2:24][C:25]2[CH:30]=[CH:29][CH:28]=[CH:27][CH:26]=2)[C:18]=1[C:31]([F:34])([F:33])[F:32])[C:10]1[CH:15]=[CH:14][CH:13]=[CH:12][CH:11]=1.O>CN(C)C=O>[CH2:24]([O:23][C:19]1[CH:20]=[CH:21][C:22]([Br:1])=[C:17]([O:16][CH2:9][C:10]2[CH:11]=[CH:12][CH:13]=[CH:14][CH:15]=2)[C:18]=1[C:31]([F:33])([F:32])[F:34])[C:25]1[CH:26]=[CH:27][CH:28]=[CH:29][CH:30]=1. Solvent: CN(C=O)C (dimethylformamide). Procedure: Add N-bromosuccinimide (4.67 g, 26.23 mmol) to a solution of 1,3-bis-benzyloxy-2-trifluoromethyl-benzene (9.40 g, 26.2 mmol) in dimethylformamide (100 mL) and stir. After 18 hours add water and extract with diethyl ether. Combine organic layers, dry with sodium sulfate, filter and concentrate under reduced pressure to yield the title compound as an orange oil (11.20 g, 98%): 1H NMR (CD3CN) δ 4.97 (2, 2H), 5.18 (s, 2H), 6.99 (d, 1H), 7.33-7.55 (m, 10H), 7.79 (d, 1H). Yield: 97.8%. Reactants: N1=C(C=CC=C1)N(C(=O)C1=CC2=C(N(C(=N2)CNC=2SC(=CN2)C#N)C)C=C1)CCC(=O)OCC (1-methyl-2-[N-(5-cyano-thiazol-2-yl)-aminomethyl]-benzimidazol-5-yl-carboxylic acid-N-(2-pyridyl)-N-(2-ethoxycarbonylethyl)-amide), Cl (hydrochloric acid), C(C)O (ethanol), C([O-])([O-])=O.[NH4+].[NH4+] (ammonium carbonate), C24H26N8O3S. Solvent: ClCCl.CO (dichloromethane methanol). Yields the product Cl.N1=C(C=CC=C1)N(C(=O)C1=CC2=C(N(C(=N2)CNC=2SC(=CN2)C(N)=N)C)C=C1)CCC(=O)OCC (1-Methyl-2-[N-(5-amidino-thiazol-2-yl)-aminomethyl]-benzimidazol-5-yl-carboxylic acid-N-(2-pyridyl)-N-(2-ethoxycarbonylethyl)-amide-hydrochloride). RXN SMILES: [N:1]1[CH:6]=[CH:5][CH:4]=[CH:3][C:2]=1[N:7]([CH2:29][CH2:30][C:31]([O:33][CH2:34][CH3:35])=[O:32])[C:8]([C:10]1[CH:28]=[CH:27][C:13]2[N:14]([CH3:26])[C:15]([CH2:17][NH:18][C:19]3[S:20][C:21]([C:24]#[N:25])=[CH:22][N:23]=3)=[N:16][C:12]=2[CH:11]=1)=[O:9].[ClH:36].C(O)C.C(=O)([O-])[O-].[NH4+:44].[NH4+]>ClCCl.CO>[ClH:36].[N:1]1[CH:6]=[CH:5][CH:4]=[CH:3][C:2]=1[N:7]([CH2:29][CH2:30][C:31]([O:33][CH2:34][CH3:35])=[O:32])[C:8]([C:10]1[CH:28]=[CH:27][C:13]2[N:14]([CH3:26])[C:15]([CH2:17][NH:18][C:19]3[S:20][C:21]([C:24](=[NH:44])[NH2:25])=[CH:22][N:23]=3)=[N:16][C:12]=2[CH:11]=1)=[O:9] |f:3.4.5,6.7,8.9|. Reported procedure: Prepared analogously to Example 25d from 1-methyl-2-[N-(5-cyano-thiazol-2-yl)-aminomethyl]-benzimidazol-5-yl-carboxylic acid-N-(2-pyridyl)-N-(2-ethoxycarbonylethyl)-amide and ethanolic hydrochloric acid, ethanol and ammonium carbonate. Yield: % of theory, C24H26N8O3S (506.6) Rf value: (silica gel; dichloromethane/methanol=4:1) Starting materials: CC(=O)OC(C)=O, O=CO, CC(C)(C)NC(=O)C1CCC2C3CCC4=C(N)C(=O)CCC4(C)C3CCC12C, C1CCOC1, O. Product: CC(C)(C)NC(=O)C1CCC2C3CCC4=C(NC=O)C(=O)CCC4(C)C3CCC12C. RXN SMILES: [CH3:4][C:5]([O:6][C:7](=[O:8])[CH3:9])=[O:10].[CH:1](=[O:2])[OH:3].[NH2:11][C:12]1=[C:13]2[CH2:14][CH2:15][CH:16]3[CH:17]4[CH2:18][CH2:19][CH:20]([C:32](=[O:33])[NH:34][C:35]([CH3:36])([CH3:37])[CH3:38])[C:21]4([CH3:22])[CH2:23][CH2:24][CH:25]3[C:26]2([CH3:31])[CH2:27][CH2:28][C:29]1=[O:30].[O:39]1[CH2:40][CH2:41][CH2:42][CH2:43]1.[OH2:44]>>[CH:1](=[O:2])[NH:11][C:12]1=[C:13]2[CH2:14][CH2:15][CH:16]3[CH:17]4[CH2:18][CH2:19][CH:20]([C:32](=[O:33])[NH:34][C:35]([CH3:36])([CH3:37])[CH3:38])[C:21]4([CH3:22])[CH2:23][CH2:24][CH:25]3[C:26]2([CH3:31])[CH2:27][CH2:28][C:29]1=[O:30]. Starting materials: O=C([O-])[O-], Nc1cncc(Cl)n1, [Cs+], [Cs+], C1COCCO1, OB(O)c1cccnc1. The product is Nc1cncc(-c2cccnc2)n1. RXN SMILES: [C:18](=[O:19])([O-:20])[O-:21].[Cl:1][c:2]1[cH:3][n:4][cH:5][c:6]([NH2:8])[n:7]1.[Cs+:22].[Cs+:23].[O:24]1[CH2:25][CH2:26][O:27][CH2:28][CH2:29]1.[n:9]1[cH:10][c:11]([B:15]([OH:16])[OH:17])[cH:12][cH:13][cH:14]1>>[c:2]1(-[c:11]2[cH:10][n:9][cH:14][cH:13][cH:12]2)[cH:3][n:4][cH:5][c:6]([NH2:8])[n:7]1. Reactants: CCOc1ccc(COc2ccc3oc(C(C)NC(=O)CCCC(=O)OC)cc3c2)cc1, CO, [Na+], [OH-]. Product: CCOc1ccc(COc2ccc3oc(C(C)NC(=O)CCCC(=O)O)cc3c2)cc1. Reaction SMILES: [CH2:1]([CH3:2])[O:3][c:4]1[cH:5][cH:6][c:7]([CH2:8][O:9][c:10]2[cH:11][cH:12][c:13]3[c:14]([cH:15][c:16]([CH:18]([CH3:19])[NH:20][C:21]([CH2:22][CH2:23][CH2:24][C:25](=[O:26])[O:27][CH3:28])=[O:29])[o:17]3)[cH:30]2)[cH:31][cH:32]1.[CH3:35][OH:36].[Na+:34].[OH-:33]>>[CH2:1]([CH3:2])[O:3][c:4]1[cH:5][cH:6][c:7]([CH2:8][O:9][c:10]2[cH:11][cH:12][c:13]3[c:14]([cH:15][c:16]([CH:18]([CH3:19])[NH:20][C:21]([CH2:22][CH2:23][CH2:24][C:25](=[O:26])[OH:27])=[O:29])[o:17]3)[cH:30]2)[cH:31][cH:32]1. Reactants: C(C)OC(CCCC(=O)C1=C(C=CC(=C1)Cl)OCC(=O)N1[C@@H](CN([C@H](C1)C)CC1=CC=C(C=C1)F)C)=O (5-(5-chloro-2-{2-[4-(4-fluoro-benzyl)-(2R,5S)-2,5-dimethyl-piperazin-1-yl]-2-oxo-ethoxy}-phenyl)-5-oxo-pentanoic acid ethyl ester), O1CCCC1 (tetrahydrofuran), O.[OH-].[Li+] (lithium hydroxide hydrate), Cl (hydrochloric acid). Solvent: O (H2O), CO (methanol). Conditions: time 4 hour. Yields the product ClC=1C=CC(=C(C1)C(CCCC(=O)O)=O)OCC(=O)N1[C@@H](CN([C@H](C1)C)CC1=CC=C(C=C1)F)C (5-(5-Chloro-2-{2-[4-(4-fluoro-benzyl)-(2R,5S)-2,5-dimethyl-piperazin-1-yl]-2-oxo-ethoxy}-phenyl)-5-oxo-pentanoic acid). The yield is 16.3%. Reaction SMILES: C([O:3][C:4](=[O:37])[CH2:5][CH2:6][CH2:7][C:8]([C:10]1[CH:15]=[C:14]([Cl:16])[CH:13]=[CH:12][C:11]=1[O:17][CH2:18][C:19]([N:21]1[CH2:26][C@H:25]([CH3:27])[N:24]([CH2:28][C:29]2[CH:34]=[CH:33][C:32]([F:35])=[CH:31][CH:30]=2)[CH2:23][C@H:22]1[CH3:36])=[O:20])=[O:9])C.O1CCCC1.O.[OH-].[Li+].Cl>O.CO>[Cl:16][C:14]1[CH:13]=[CH:12][C:11]([O:17][CH2:18][C:19]([N:21]2[CH2:26][C@H:25]([CH3:27])[N:24]([CH2:28][C:29]3[CH:30]=[CH:31][C:32]([F:35])=[CH:33][CH:34]=3)[CH2:23][C@H:22]2[CH3:36])=[O:20])=[C:10]([C:8](=[O:9])[CH2:7][CH2:6][CH2:5][C:4]([OH:37])=[O:3])[CH:15]=1 |f:2.3.4|. Procedure details: To a solution of 5-(5-chloro-2-{2-[4-(4-fluoro-benzyl)-(2R,5S)-2,5-dimethyl-piperazin-1-yl]-2-oxo-ethoxy}-phenyl)-5-oxo-pentanoic acid ethyl ester (0.089 g, 0.17 mmol) in 2:2:1 tetrahydrofuran:methanol:H2O (2 mL) was added lithium hydroxide hydrate (0.025 g, 0.60 mmol). The reaction was stirred at ambient temperature for 4 hours. The pH was then adjusted to 4 with 0.2 M hydrochloric acid. The solution was extracted with ethyl acetate and the organic layer was dried over magnesium sulfate, filter... As a reaction SMILES: [NH2:1][C:2]1[CH:3]=[CH:4][C:5]([O:18][CH2:19][CH2:20][CH3:21])=[C:6]([C:8]2[N:16]=[C:15]3[C:11](=[N:12][N:13]=[N:14]3)[C:10](=[O:17])[N:9]=2)[CH:7]=1.[C:22]([C:28]([O:30][CH3:31])=[O:29])#[C:23][C:24]([O:26][CH3:27])=[O:25]>CO>[CH3:27][O:26][C:24](/[C:23](/[NH:1][C:2]1[CH:3]=[CH:4][C:5]([O:18][CH2:19][CH2:20][CH3:21])=[C:6]([C:8]2[N:16]=[C:15]3[C:11](=[N:12][N:13]=[N:14]3)[C:10](=[O:17])[N:9]=2)[CH:7]=1)=[CH:22]/[C:28]([O:30][CH3:31])=[O:29])=[O:25]. Starting materials: NC=1C=CC(=C(C1)C1=NC(C2=NN=NC2=N1)=O)OCCC (2-(5-Amino-2-propoxyphenyl)-8-azapurin-6-one), C(#CC(=O)OC)C(=O)OC (dimethyl acetylenedicarboxylate). Procedure: 2-(5-Amino-2-propoxyphenyl)-8-azapurin-6-one (1.43 g), dimethyl acetylenedicarboxylate (0.85 g) and dry methanol (20 ml) were stirred and heated together at reflux for 5 hours. The resulting mixture was then cooled in an ice-bath for 30 minutes and the resulting yellow crystalline precipitate was filtered off and recrystallised from ethanol to give (Z)-2-[5-{1,2-bis(methoxycarbonyl)vinylamino}-2-propoxyphenyl]-8-azapurin-6-one (1.0 g), m.p. 199°-200° C. (with decomposition). Product: COC(=O)/C(=C/C(=O)OC)/NC=1C=CC(=C(C1)C1=NC(C2=NN=NC2=N1)=O)OCCC ((Z)-2-[5-{1,2-bis(methoxycarbonyl)vinylamino}-2-propoxyphenyl]-8-azapurin-6-one). The solvent is CO (methanol). The yield is 46.6%.